Dataset: the Open Reaction Database (ORD), a public repository of structured organic reaction records. Task: describe an organic reaction: reactants, conditions, products, and yield Starting materials: C(C)(C)(C)C1=CC(=NO1)NC(=O)[C@H]1NCCCC1 ((S)-Piperidine-2-carboxylic acid (5-tert-butyl-isoxazol-3-yl) amide), Cl (hydrochloride), O1CCC(CC1)C=O (tetrahydro-pyran-4-carbaldehyde), C(C)(=O)O (acetic acid), S(=O)(=O)([O-])[O-].[Na+].[Na+] (sodium sulfate), C(#N)[BH3-].[Na+] (sodium cyanoborohydride). Run in ClCCl (dichloromethane), CN(C)C=O (DMF). Reaction conditions: time 30 minute. Product: C(C)(C)(C)C1=CC(=NO1)NC(=O)[C@H]1N(CCCC1)CC1CCOCC1 ((S)-1-(Tetrahydro-pyran-4-ylmethyl)-piperidine-2-carboxylic acid (5-tert-butyl-isoxazol-3-yl)-amide). Reaction SMILES: [C:1]([C:5]1[O:9][N:8]=[C:7]([NH:10][C:11]([C@@H:13]2[CH2:18][CH2:17][CH2:16][CH2:15][NH:14]2)=[O:12])[CH:6]=1)([CH3:4])([CH3:3])[CH3:2].Cl.[O:20]1[CH2:25][CH2:24][CH:23]([CH:26]=O)[CH2:22][CH2:21]1.C(O)(=O)C.S([O-])([O-])(=O)=O.[Na+].[Na+].C([BH3-])#N.[Na+]>CN(C=O)C.ClCCl>[C:1]([C:5]1[O:9][N:8]=[C:7]([NH:10][C:11]([C@@H:13]2[CH2:18][CH2:17][CH2:16][CH2:15][N:14]2[CH2:26][CH:23]2[CH2:24][CH2:25][O:20][CH2:21][CH2:22]2)=[O:12])[CH:6]=1)([CH3:4])([CH3:2])[CH3:3] |f:4.5.6,7.8|. Procedure: To a solution of (S)-Piperidine-2-carboxylic acid (5-tert-butyl-isoxazol-3-yl) amide; hydrochloride (110 mg; 0.382 mmol) in DMF (1.5 mL) is added tetrahydro-pyran-4-carbaldehyde (87.2 mg; 0.764 mmol), acetic acid (0.022 mL; 0.382 mmol) and sodium sulfate (5-10 equivalents). The mixture is stirred at room temperature for 30 minutes before adding sodium cyanoborohydride (24 mg; 0.382 mmol). The mixture is stirred at room temperature for 18 hours. The mixture is diluted with dichloromethane and was... The product is CCOC(=O)CC1(C[N+](=O)[O-])CCCCC1. Reactants: CCOC(=O)C=C1CCCCC1, CS(C)=O, [K+], C[N+](=O)[O-], [OH-]. Reaction SMILES: [C:1]1(=[CH:7][C:8](=[O:9])[O:10][CH2:11][CH3:12])[CH2:2][CH2:3][CH2:4][CH2:5][CH2:6]1.[CH3:19][S:20](=[O:21])[CH3:22].[K+:18].[N+:13](=[O:14])([O-:15])[CH3:16].[OH-:17]>>[C:1]1([CH2:7][C:8](=[O:9])[O:10][CH2:11][CH3:12])([CH2:16][N+:13](=[O:14])[O-:15])[CH2:2][CH2:3][CH2:4][CH2:5][CH2:6]1. Reactants: C(#N)NCCN(C(=O)OCC1=CC=C(C=C1)[N+](=O)[O-])C[C@H]1N(C[C@@H](C1)OS(=O)(=O)C)C(=O)OCC1=CC=C(C=C1)[N+](=O)[O-] ((2S, 4R)-2-[N-{2-(cyanoamino)ethyl}-N-(4-nitrobenzyloxycarbonyl)aminomethyl]-4-methanesulfonyloxy-1-(4-nitrobenzyloxycarbonyl)pyrrolidine), O.O.C(C(=O)O)(=O)O (oxalic acid dihydrate). Run in C(C)(=O)OCC (ethyl acetate), CC(=O)C (acetone). Conditions: time 18 hour. Yields the product CS(=O)(=O)O[C@@H]1C[C@H](N(C1)C(=O)OCC1=CC=C(C=C1)[N+](=O)[O-])CN(CCNC(=O)N)C(=O)OCC1=CC=C(C=C1)[N+](=O)[O-] ((2S, 4R)-4-methanesulfonyloxy-1-(4-nitrobenzyloxycarbonyl)-2-[N-(4-nitrobenzyloxycarbonyl)-N-(2-ureidoethyl)aminomethyl]pyrrolidine). Yield: 91.4%. RXN SMILES: [C:1]([NH:3][CH2:4][CH2:5][N:6]([CH2:20][C@@H:21]1[CH2:25][C@@H:24]([O:26][S:27]([CH3:30])(=[O:29])=[O:28])[CH2:23][N:22]1[C:31]([O:33][CH2:34][C:35]1[CH:40]=[CH:39][C:38]([N+:41]([O-:43])=[O:42])=[CH:37][CH:36]=1)=[O:32])[C:7]([O:9][CH2:10][C:11]1[CH:16]=[CH:15][C:14]([N+:17]([O-:19])=[O:18])=[CH:13][CH:12]=1)=[O:8])#[N:2].O.O.C(O)(=O)C(O)=[O:48]>CC(C)=O.C(OCC)(=O)C>[CH3:30][S:27]([O:26][C@H:24]1[CH2:23][N:22]([C:31]([O:33][CH2:34][C:35]2[CH:40]=[CH:39][C:38]([N+:41]([O-:43])=[O:42])=[CH:37][CH:36]=2)=[O:32])[C@H:21]([CH2:20][N:6]([C:7]([O:9][CH2:10][C:11]2[CH:12]=[CH:13][C:14]([N+:17]([O-:19])=[O:18])=[CH:15][CH:16]=2)=[O:8])[CH2:5][CH2:4][NH:3][C:1]([NH2:2])=[O:48])[CH2:25]1)(=[O:28])=[O:29] |f:1.2.3|. Procedure: To a solution of (2S, 4R)-2-[N-{2-(cyanoamino)ethyl}-N-(4-nitrobenzyloxycarbonyl)aminomethyl]-4-methanesulfonyloxy-1-(4-nitrobenzyloxycarbonyl)pyrrolidine (1.52 g) in acetone (30 ml) was added oxalic acid dihydrate (1.92 g) at ambient temperature. The mixture was stirred at the same temperature for 18 hours. Acetone was removed by evaporation to give a residue. A suspension of the syrup in ethyl acetate (100 ml) was washed in turn with 1N aqueous sodium hydroxide (50 ml×2), water (50 ml) and bri... The reactants are [OH-].[Li+] (lithium hydroxide), COC(C(CC1CCCC1)C1=CC=C(C=C1)C#CC=1C=NC=NC1)=O (3-cyclopentyl-2-(4-pyrimidin-5-ylethynyl-phenyl)-propionic acid methyl ester), O1CCCC1 (tetrahydrofuran), [OH-].[Li+] (lithium hydroxide). Solvent: O (water), CO (methanol), O (water). Reaction conditions: temperature 25 celsius, time 60 hour. The product is C1(CCCC1)CC(C(=O)O)C1=CC=C(C=C1)C#CC=1C=NC=NC1 (3-cyclopentyl-2-(4-pyrimidin-5-ylethynyl-phenyl)-propionic acid). Yield: 92.2%. Reaction SMILES: C[O:2][C:3](=[O:25])[CH:4]([C:11]1[CH:16]=[CH:15][C:14]([C:17]#[C:18][C:19]2[CH:20]=[N:21][CH:22]=[N:23][CH:24]=2)=[CH:13][CH:12]=1)[CH2:5][CH:6]1[CH2:10][CH2:9][CH2:8][CH2:7]1.O1CCCC1.[OH-].[Li+]>CO.O>[CH:6]1([CH2:5][CH:4]([C:11]2[CH:16]=[CH:15][C:14]([C:17]#[C:18][C:19]3[CH:20]=[N:21][CH:22]=[N:23][CH:24]=3)=[CH:13][CH:12]=2)[C:3]([OH:25])=[O:2])[CH2:10][CH2:9][CH2:8][CH2:7]1 |f:2.3|. Procedure: A solution of 3-cyclopentyl-2-(4-pyrimidin-5-ylethynyl-phenyl)-propionic acid methyl ester (440 mg, 1.32 mmol) in methanol (3 mL), water (2 mL), and tetrahydrofuran (0.5 mL) was treated with lithium hydroxide (38 mg, 0.90 mmol). The reaction mixture was stirred at 25° C. for 60 h. At this time, additional lithium hydroxide (38 mg, 0.90 mmol) was added. The reaction was stirred at 25° C. for 4 h. At this time, the reaction was diluted with water (5 mL) and then concentrated in vacuo. The resultin... RXN SMILES: [Br:1][C:2]1[CH:7]=[CH:6][C:5]([C:8](=[O:10])[CH3:9])=[CH:4][CH:3]=1.[N:11]1[CH:16]=[CH:15][CH:14]=[CH:13][C:12]=1[CH3:17].C(O)(=O)C>C1C=CC=CC=1>[N:11]1[CH:6]=[CH:7][CH:2]=[CH:3][C:4]=1[CH2:5][CH:8]([OH:10])[CH3:9].[Br:1][C:2]1[CH:7]=[CH:6][C:5]([C:8]([CH3:9])=[CH:17][C:12]2[CH:13]=[CH:14][CH:15]=[CH:16][N:11]=2)=[CH:4][CH:3]=1. The reactants are alcohol, BrC1=CC=C(C=C1)C(C)=O (p-bromoacetophenone), N1=C(C=CC=C1)C (2-picoline), C(C)(=O)O (acetic acid). Yields the product N1=C(C=CC=C1)CC(C)O (2-pyridyl-2-propanol), BrC1=CC=C(C=C1)C(=CC1=NC=CC=C1)C (2-(p-bromophenyl)-1-(2-pyridyl)propene). The yield is 26.0%. Procedure: 2-p-Bromophenyl)- 1-(2-pyridyl-2-propanol is prepared from p-bromoacetophenone and 2-picoline according to the method of Villani, et al., J. Med. Chem., 13, 359 (1970) in 63% yield. This alcohol (129.1 g.) is dehydrated by heating in 1150 ml. of acetic acid-12N hydrochloric acid (3:1) at reflux temperature for 4 hr. The mixture is evaporated in vacuo, made basic with concetrated ammonium hydroxide, and extracted with ethyl acetate. The ethyl acetate extract is washed with water and brine, dried ... Solvent: C1=CC=CC=C1 (benzene). The reactants are COc1ccc(B(O)O)cc1 (effective_coupling_partner), CCN(CC)C(=O)Oc1cccc(F)c1 (substrate). Reagents/catalysts: PCy3. Reaction conditions: temperature 150 celsius, time 10 hour. The product is COc2ccc(c1cccc(F)c1)cc2.